From a dataset of the Open Reaction Database (ORD), a public repository of structured organic reaction records. describe an organic reaction: reactants, conditions, products, and yield The reactants are CC(NC(=O)C1CCCCN1C(=O)C1CCCN1C(=O)OC(C)(C)C)C(=O)OCc1ccccc1, CO, [H][H]. The product is CC(NC(=O)C1CCCCN1C(=O)C1CCCN1C(=O)OC(C)(C)C)C(=O)O. RXN SMILES: [CH2:1]([c:2]1[cH:3][cH:4][cH:5][cH:6][cH:7]1)[O:8][C:9](=[O:10])[CH:11]([CH3:12])[NH:13][C:14](=[O:15])[CH:16]1[N:17]([C:22](=[O:23])[CH:24]2[N:25]([C:29](=[O:30])[O:31][C:32]([CH3:33])([CH3:34])[CH3:35])[CH2:26][CH2:27][CH2:28]2)[CH2:18][CH2:19][CH2:20][CH2:21]1.[CH3:38][OH:39].[H:36][H:37]>>[O:8]=[C:9]([OH:10])[CH:11]([CH3:12])[NH:13][C:14](=[O:15])[CH:16]1[N:17]([C:22](=[O:23])[CH:24]2[N:25]([C:29](=[O:30])[O:31][C:32]([CH3:33])([CH3:34])[CH3:35])[CH2:26][CH2:27][CH2:28]2)[CH2:18][CH2:19][CH2:20][CH2:21]1. Reactants: N(=O)[O-].[Na+] (sodium nitrite), [I-].[K+] (potassium iodide), NC1=C(C=CC(=C1)Cl)O (2-Amino-4-chlorophenol). The solvent is O (water), O (water), Cl (HCl). Conditions: time 30 minute. Yields the product ClC1=CC(=C(C=C1)O)I (4-chloro-2-iodophenol). The yield is 100.7%. Reaction SMILES: N[C:2]1[CH:7]=[C:6]([Cl:8])[CH:5]=[CH:4][C:3]=1[OH:9].N([O-])=O.[Na+].[I-:14].[K+]>Cl.O>[Cl:8][C:6]1[CH:5]=[CH:4][C:3]([OH:9])=[C:2]([I:14])[CH:7]=1 |f:1.2,3.4|. Reported procedure: 2-Amino-4-chlorophenol (50 g, 0.35 mol) was dissolved in 500 ml of 2.5N HCl. The resulting solution was cooled to 0° C., at which a solution of 25.25 g (0.37 mol) of sodium nitrite in 50 ml of water was added slowly. After stirring for 30 minutes, a chilled solution of 70 g (0.42 mol) of potassium iodide in 100 ml of water was added slowly. The temperature of the reaction mixture was allowed to rise to room temperature, at which the reaction mixture was stirred overnight. The reaction mixture wa... Reactants: CN(C)P(=O)(N(C)C)N(C)C (HMPA), C(CC)OCCl (chloromethyl propyl ether), C(C(C)C)(=O)OC (methyl isobutyrate), [Cl-].[NH4+] (ammonium chloride), C(C)(C)NC(C)C (diisopropylamine), C(CCC)[Li] (n-butyl lithium), CCCCCC (hexane). The solvent is C1CCOC1 (THF), C1CCOC1 (THF). Conditions: temperature -78 celsius. The product is CCCOCC(C)(C)C(=O)OC (methyl 2,2-dimethyl-4-oxaheptylate). Isolated yield 73.9%. RXN SMILES: C(NC(C)C)(C)C.C([Li])CCC.CCCCCC.[C:19]([O:24][CH3:25])(=[O:23])[CH:20]([CH3:22])[CH3:21].CN(P(N(C)C)(N(C)C)=O)C.[CH2:37]([O:40][CH2:41]Cl)[CH2:38][CH3:39].[Cl-].[NH4+]>C1COCC1>[CH3:39][CH2:38][CH2:37][O:40][CH2:41][C:20]([C:19]([O:24][CH3:25])=[O:23])([CH3:22])[CH3:21] |f:6.7|. Procedure: To a solution of anhydrous diisopropylamine (11.9 g, 0.118 mol) in 100 ml of anhydrous THF was added dropwise under argon atmosphere a solution of n-butyl lithium in hexane (1.59N, 74.2 ml, 0.118 mol) with stirring at -78° C. and further stirred for 30 min. To this solution was addded dropwise a solution of methyl isobutyrate (10.0 g, 0.098 mol) in anhydrous THF (10 ml). The resulting mixture was stirred for 30 min. HMPA (7 g, 0.039 mol) and chloromethyl propyl ether (13.8 g, 0.127 mol) were add... The reactants are ClC=1C(N(C(=C(C1)F)C1=NN(C(=C1Cl)OC(F)F)C)CCC1OCCO1)=O (3-chloro-6-(4-chloro-5-difluoromethoxy-1-methyl-[1H]-pyrazol-3-yl)-1-(2-[1.3]-dioxolan-2-ylethyl)-5-fluoro-[1H]-pyridin-2-one), O1CCCC1 (tetrahydrofuran). Solvent: C(C)OCC (diethyl ether), Cl (hydrochloric acid), C(C)OCC (diethyl ether). Reaction conditions: time 8 hour. Yields the product ClC=1C(N(C(=C(C1)F)C1=NN(C(=C1Cl)OC(F)F)C)CCC=O)=O (3-(3-Chloro-6-(4-chloro-5-difluoromethoxy-1-methyl-[1H]-pyrazol-3-yl)-5-fluoro-2-oxo-[2H]-pyridin-1-yl)-propionaldehyde). Isolated yield 64.1%. As a reaction SMILES: [Cl:1][C:2]1[C:3](=[O:27])[N:4]([CH2:20][CH2:21][CH:22]2OCC[O:23]2)[C:5]([C:9]2[C:13]([Cl:14])=[C:12]([O:15][CH:16]([F:18])[F:17])[N:11]([CH3:19])[N:10]=2)=[C:6]([F:8])[CH:7]=1.O1CCCC1>Cl.C(OCC)C>[Cl:1][C:2]1[C:3](=[O:27])[N:4]([CH2:20][CH2:21][CH:22]=[O:23])[C:5]([C:9]2[C:13]([Cl:14])=[C:12]([O:15][CH:16]([F:17])[F:18])[N:11]([CH3:19])[N:10]=2)=[C:6]([F:8])[CH:7]=1. Reported procedure: 0.40 g of 3-chloro-6-(4-chloro-5-difluoromethoxy-1-methyl-[1H]-pyrazol-3-yl)-1-(2-[1.3]-dioxolan-2-ylethyl)-5-fluoro-[1H]-pyridin-2-one is stirred overnight at 22° C. in a mixture of 6 ml of 2N hydrochloric acid and 6 ml of diethyl ether. The next day, the same amount of the mixture together with 2 ml of tetrahydrofuran are added and the mixture is again stirred overnight. The mixture is subsequently diluted with diethyl ether and washed three times with brine, dried over sodium sulfate, filtere... The reactants are CC(=O)[O-], OCc1cccc(I)c1, [Na+], O=[Cr](=O)([O-])Cl, c1cc[nH+]cc1. Product: O=Cc1cccc(I)c1. RXN SMILES: [CH3:22][C:23](=[O:24])[O-:25].[I:1][c:2]1[cH:3][c:4]([CH2:5][OH:6])[cH:7][cH:8][cH:9]1.[Na+:21].[O:10]=[Cr:11]([Cl:12])([O-:13])=[O:14].[nH+:15]1[cH:16][cH:17][cH:18][cH:19][cH:20]1>>[I:1][c:2]1[cH:3][c:4]([CH:5]=[O:6])[cH:7][cH:8][cH:9]1.